Dataset: the Open Reaction Database (ORD), a public repository of structured organic reaction records. Task: describe an organic reaction: reactants, conditions, products, and yield Starting materials: C1(CC1)C1(CN(C1)C1=CC(=NC(=N1)SC)NC1=CC(=NN1)C)F (6-(3-cyclopropyl-3-fluoroazetidin-1-yl)-N-(3-methyl-1H-pyrazol-5-yl)-2-(methylthio)pyrimidin-4-amine), solution, OS(=O)[O-].[Na+] (NaHSO3), solution, C(=O)([O-])[O-].[K+].[K+] (K2CO3), OOS(=O)[O-].[K+] (oxone). Run in CO (MeOH), O (H2O). Product: C1(CC1)C1(CN(C1)C1=CC(=NC(=N1)S(=O)(=O)C)NC1=CC(=NN1)C)F (6-(3-cyclopropyl-3-fluoroazetidin-1-yl)-N-(3-methyl-1H-pyrazol-5-yl)-2-(methylsulfonyl)pyrimidin-4-amine). As a reaction SMILES: [CH:1]1([C:4]2([F:23])[CH2:7][N:6]([C:8]3[N:13]=[C:12](SC)[N:11]=[C:10]([NH:16][C:17]4[NH:21][N:20]=[C:19]([CH3:22])[CH:18]=4)[CH:9]=3)[CH2:5]2)[CH2:3][CH2:2]1.O[O:25][S:26]([O-:28])=O.[K+].OS([O-])=O.[Na+].[C:35]([O-])([O-])=O.[K+].[K+]>CO.O>[CH:1]1([C:4]2([F:23])[CH2:7][N:6]([C:8]3[N:13]=[C:12]([S:26]([CH3:35])(=[O:28])=[O:25])[N:11]=[C:10]([NH:16][C:17]4[NH:21][N:20]=[C:19]([CH3:22])[CH:18]=4)[CH:9]=3)[CH2:5]2)[CH2:2][CH2:3]1 |f:1.2,3.4,5.6.7|. Reported procedure: A solution of 6-(3-cyclopropyl-3-fluoroazetidin-1-yl)-N-(3-methyl-1H-pyrazol-5-yl)-2-(methylthio)pyrimidin-4-amine (130 g, 389 mmol) in MeOH (5.2 L) was cooled to 0° C. A solution of oxone (526 g, 855 mmol) in H2O (5.2 L) was slowly added to the slurry keeping the temperature below 5° C. After addition the reaction was allowed to warm to room temperature overnight. A 10% solution of NaHSO3 (325 ml) and a 10% solution of K2CO3 (2.6 L) was then added to neutralize the reaction mixture, the solutio... The reactants are CC(=O)NCC1CN(c2cc(F)c(C3CCN(C(=O)COCc4ccccc4)CC3)c(F)c2)C(=O)O1, CO. Yields the product CC(=O)NCC1CN(c2cc(F)c(C3CCN(C(=O)CO)CC3)c(F)c2)C(=O)O1. As a reaction SMILES: [CH2:1]([c:2]1[cH:3][cH:4][cH:5][cH:6][cH:7]1)[O:8][CH2:9][C:10](=[O:11])[N:12]1[CH2:13][CH2:14][CH:15]([c:18]2[c:19]([F:36])[cH:20][c:21]([N:25]3[C:26](=[O:35])[O:27][CH:28]([CH2:30][NH:31][C:32]([CH3:33])=[O:34])[CH2:29]3)[cH:22][c:23]2[F:24])[CH2:16][CH2:17]1.[CH3:37][OH:38]>>[OH:8][CH2:9][C:10](=[O:11])[N:12]1[CH2:13][CH2:14][CH:15]([c:18]2[c:19]([F:36])[cH:20][c:21]([N:25]3[C:26](=[O:35])[O:27][CH:28]([CH2:30][NH:31][C:32]([CH3:33])=[O:34])[CH2:29]3)[cH:22][c:23]2[F:24])[CH2:16][CH2:17]1. Starting materials: [Br-], C=CCN(CC=O)C(=O)OCc1ccccc1, C1CCOC1, C[Mg+]. Yields the product C=CCN(CC(C)O)C(=O)OCc1ccccc1. As a reaction SMILES: [Br-:18].[CH2:1]([c:2]1[cH:3][cH:4][cH:5][cH:6][cH:7]1)[O:8][C:9]([N:10]([CH2:11][CH:12]=[O:13])[CH2:14][CH:15]=[CH2:16])=[O:17].[CH2:21]1[O:22][CH2:23][CH2:24][CH2:25]1.[CH3:19][Mg+:20]>>[CH2:1]([c:2]1[cH:3][cH:4][cH:5][cH:6][cH:7]1)[O:8][C:9]([N:10]([CH2:11][CH:12]([OH:13])[CH3:19])[CH2:14][CH:15]=[CH2:16])=[O:17]. Reactants: [H-].[Na+] (NaH), C1(=CC=CC=C1)O (phenol), BrC1=C2N=C(C(=NC2=CC=C1)N)Cl (5-bromo-3-chloroquinoxalin-2-amine). The solvent is CN(C)C=O (DMF). Reaction conditions: time 5 minute. Yields the product BrC1=C2N=C(C(=NC2=CC=C1)N)OC1=CC=CC=C1 (5-bromo-3-phenoxyquinoxalin-2-amine). The yield is 68.4%. As a reaction SMILES: [H-].[Na+].[C:3]1([OH:9])[CH:8]=[CH:7][CH:6]=[CH:5][CH:4]=1.[Br:10][C:11]1[CH:20]=[CH:19][CH:18]=[C:17]2[C:12]=1[N:13]=[C:14](Cl)[C:15]([NH2:21])=[N:16]2>CN(C=O)C>[Br:10][C:11]1[CH:20]=[CH:19][CH:18]=[C:17]2[C:12]=1[N:13]=[C:14]([O:9][C:3]1[CH:8]=[CH:7][CH:6]=[CH:5][CH:4]=1)[C:15]([NH2:21])=[N:16]2 |f:0.1|. Procedure details: To a slurry of NaH (60% dispersion in mineral oil; 0.193 g, 4.84 mmol) in 5 mL DMF at 0° C. under N2 was added phenol (0.455 g, 4.84 mmol). Gas evolution was observed. The reaction was warmed to RT. After 5 min, 5-bromo-3-chloroquinoxalin-2-amine (0.250 g, 0.967 mmol) was added, and the reaction was sealed and stirred overnight. The reaction was partitioned between saturated aq. NH4Cl and EtOAc. The organic layer was sequentially washed with water (1×), and saturated aq. NaCl (1×), and then drie... Starting materials: CN(C(=O)Cl)CC1=CC=CC=C1 (N-methyl-N-benzylcarbamoyl chloride), COC1=NC(=NC(=C1)OC)OC1=C([N+](=CC=C1)[O-])C(=O)OC (methyl 3-[(4,6-dimethoxypyrimidin-2-yl)oxy]picolinate N-oxide), C(C)(C)N(CC)C(C)C (diisopropylethylamine), [I-].[Na+] (sodium iodide). Solvent: C(C)#N (acetonitrile), C(C)#N (acetonitrile). Conditions: time 15 minute. The product is COC1=NC(=NC(=C1)OC)OC=1C(=NC(=CC1)N(CC1=CC=CC=C1)C)C(=O)OC (methyl 3-[(4,6-dimethoxypyrimidin-2-yl)oxy]-6-(N-methyl-N-benzylamino)picolinate). Yield: 32.0%. RXN SMILES: [CH3:1][O:2][C:3]1[CH:8]=[C:7]([O:9][CH3:10])[N:6]=[C:5]([O:11][C:12]2[CH:17]=[CH:16][CH:15]=[N+:14]([O-])[C:13]=2[C:19]([O:21][CH3:22])=[O:20])[N:4]=1.C(N(C(C)C)CC)(C)C.[I-].[Na+].[CH3:34][N:35]([CH2:39][C:40]1[CH:45]=[CH:44][CH:43]=[CH:42][CH:41]=1)C(Cl)=O>C(#N)C>[CH3:1][O:2][C:3]1[CH:8]=[C:7]([O:9][CH3:10])[N:6]=[C:5]([O:11][C:12]2[C:13]([C:19]([O:21][CH3:22])=[O:20])=[N:14][C:15]([N:35]([CH3:34])[CH2:39][C:40]3[CH:45]=[CH:44][CH:43]=[CH:42][CH:41]=3)=[CH:16][CH:17]=2)[N:4]=1 |f:2.3|. Procedure details: 20 g (77.1 mmol) of methyl 3-[(4,6-dimethoxypyrimidin-2-yl)oxy]picolinate N-oxide, 15 g (116 mmol) of diisopropylethylamine and 46.2 g (308.2 mmol) of sodium iodide were suspended in 200 ml of acetonitrile and stirred at room temperature for 15 minutes. To this mixture, 21.2 g (115.4 mmol) of N-methyl-N-benzylcarbamoyl chloride dissolved in 20 ml of acetonitrile was added at room temperature. The mixture was refluxed. Foaming started at a temperature slightly lower than the boiling point, and su... Reactants: BrC=1C=CC(=C(C(=O)OC)C1)SC (methyl 5-bromo-2-(methylthio)benzoate), P(=O)([O-])([O-])[O-].[K+].[K+].[K+] (potassium phosphate), B1C2CCCC1CCC2 (9-BBN), COCC=C (allyl methyl ether). Solvent: CN(C)C=O (DMF), CCOCC (ether), O (water), C1CCOC1 (THF). Product: COCCCC=1C=CC(=C(C(=O)OC)C1)SC (Methyl 5-[3-(methyloxy)propyl]-2-(methylthio)benzoate). Reaction SMILES: B1C2CCCC1CCC2.[CH3:10][O:11][CH2:12][CH:13]=[CH2:14].Br[C:16]1[CH:17]=[CH:18][C:19]([S:26][CH3:27])=[C:20]([CH:25]=1)[C:21]([O:23][CH3:24])=[O:22].P([O-])([O-])([O-])=O.[K+].[K+].[K+]>CCOCC.O.CN(C=O)C.C1COCC1>[CH3:10][O:11][CH2:12][CH2:13][CH2:14][C:16]1[CH:17]=[CH:18][C:19]([S:26][CH3:27])=[C:20]([CH:25]=1)[C:21]([O:23][CH3:24])=[O:22] |f:3.4.5.6|. Procedure: To a THF (0.29 M) solution of 9-BBN (2 eq.) was added allyl methyl ether (2.1 eq.) dropwise and the resulting solution was stirred at RT until no more gaseous evolution was observed. The reaction mixture was then heated to 50° C. for 1 h. To this solution was subsequently added a DMF (0.34 M) solution of methyl 5-bromo-2-(methylthio)benzoate (1 eq.) from the previous step, potassium phosphate (2.5 eq.) and [1,1′-bis(diphenylphosphino)-ferrocene]dipalladium(II) dichloromethane complex (0.1 eq.). ... Reactants: Cl (HCl), BrC1=C2C(=NC=C1)N(C=C2C2=CC1=C(OCCN1C)C=C2)C (6-(4-Bromo-1-methyl-1H-pyrrolo[2,3-b]pyridin-3-yl)-4-methyl-3,4-dihydro-2H-benzo[b][1,4]oxazine), CN1N=C(C=C1)S(=O)(=O)N (1-methyl-1H-pyrazole-3-sulfonamide), CC1(C2=C(C(=CC=C2)P(C3=CC=CC=C3)C4=CC=CC=C4)OC5=C(C=CC=C51)P(C6=CC=CC=C6)C7=CC=CC=C7)C (xantphos), C([O-])([O-])=O.[Cs+].[Cs+] (cesium carbonate). Reagents/catalysts: C(C)(=O)[O-].[Pd+2].C(C)(=O)[O-] (palladium(II) acetate). The solvent is O (Water), O1CCOCC1 (1,4-dioxane). Reaction conditions: temperature 130 celsius. Product: CN1N=C(C=C1)S(=O)(=O)NC1=C2C(=NC=C1)N(C=C2C2=CC1=C(OCCN1C)C=C2)C (1-methyl-N-(1-methyl-3-(4-methyl-3,4-dihydro-2H-benzo[b][1,4]oxazin-6-yl)-1H-pyrrolo[2,3-b]pyridin-4-yl)-1H-pyrazole-3-sulfonamide). The yield is 45.4%. Reaction SMILES: Br[C:2]1[CH:7]=[CH:6][N:5]=[C:4]2[N:8]([CH3:22])[CH:9]=[C:10]([C:11]3[CH:21]=[CH:20][C:14]4[O:15][CH2:16][CH2:17][N:18]([CH3:19])[C:13]=4[CH:12]=3)[C:3]=12.[CH3:23][N:24]1[CH:28]=[CH:27][C:26]([S:29]([NH2:32])(=[O:31])=[O:30])=[N:25]1.CC1(C)C2C(=C(P(C3C=CC=CC=3)C3C=CC=CC=3)C=CC=2)OC2C(P(C3C=CC=CC=3)C3C=CC=CC=3)=CC=CC1=2.C(=O)([O-])[O-].[Cs+].[Cs+].Cl>O1CCOCC1.C([O-])(=O)C.[Pd+2].C([O-])(=O)C.O>[CH3:23][N:24]1[CH:28]=[CH:27][C:26]([S:29]([NH:32][C:2]2[CH:7]=[CH:6][N:5]=[C:4]3[N:8]([CH3:22])[CH:9]=[C:10]([C:11]4[CH:21]=[CH:20][C:14]5[O:15][CH2:16][CH2:17][N:18]([CH3:19])[C:13]=5[CH:12]=4)[C:3]=23)(=[O:31])=[O:30])=[N:25]1 |f:3.4.5,8.9.10|. Procedure: 6-(4-Bromo-1-methyl-1H-pyrrolo[2,3-b]pyridin-3-yl)-4-methyl-3,4-dihydro-2H-benzo[b][1,4]oxazine (344 mg, 0.960 mmol), 1-methyl-1H-pyrazole-3-sulfonamide (D94) (186 mg, 1.152 mmol), xantphos (111 mg, 0.192 mmol), palladium(II) acetate (21.56 mg, 0.096 mmol) and cesium carbonate (939 mg, 2.88 mmol) were dissolved in 1,4-dioxane (10 mL) and refluxed at 130° C. overnight. The mixture was cooled and then acidified with 1M HCl till pH7-8. Water (50 mL) was added and extracted with ethyl acetate (3×50 ... Reactants: C(CC#C)O (3-butyn-1-ol), BrC1=CC2=C(N(C=C(C2=O)C(=O)NCC2=CC=C(C=C2)Cl)C)O1 (2-Bromo-N-(4-chlorobenzyl)-7-methyl-4-oxo-4,7-dihydrofuro[2,3-b]pyridine-5-carboxamide). Reagents/catalysts: [Cu]I (CuI), Cl[Pd]([P](C1=CC=CC=C1)(C2=CC=CC=C2)C3=CC=CC=C3)([P](C4=CC=CC=C4)(C5=CC=CC=C5)C6=CC=CC=C6)Cl (Pd(PPh3)2Cl2). Run in C(C)N(CC)CC (triethylamine), CN(C)C=O (DMF). Conditions: time 30 minute. Yields the product ClC1=CC=C(CNC(=O)C=2C(C3=C(N(C2)C)OC(=C3)C#CCCO)=O)C=C1 (N-(4-Chlorobenzyl)-2-(4-hydroxybut-1-ynyl)-7-methyl-4-oxo-4,7-dihydrofuro[2,3-b]pyridine-5-carboxamide). Reaction SMILES: Br[C:2]1[O:23][C:5]2[N:6]([CH3:22])[CH:7]=[C:8]([C:11]([NH:13][CH2:14][C:15]3[CH:20]=[CH:19][C:18]([Cl:21])=[CH:17][CH:16]=3)=[O:12])[C:9](=[O:10])[C:4]=2[CH:3]=1.[CH2:24]([OH:28])[CH2:25][C:26]#[CH:27]>C(N(CC)CC)C.CN(C=O)C.[Cu]I.Cl[Pd](Cl)([P](C1C=CC=CC=1)(C1C=CC=CC=1)C1C=CC=CC=1)[P](C1C=CC=CC=1)(C1C=CC=CC=1)C1C=CC=CC=1>[Cl:21][C:18]1[CH:19]=[CH:20][C:15]([CH2:14][NH:13][C:11]([C:8]2[C:9](=[O:10])[C:4]3[CH:3]=[C:2]([C:27]#[C:26][CH2:25][CH2:24][OH:28])[O:23][C:5]=3[N:6]([CH3:22])[CH:7]=2)=[O:12])=[CH:16][CH:17]=1 |^1:45,64|. Reported procedure: 2-Bromo-N-(4-chlorobenzyl)-7-methyl-4-oxo-4,7-dihydrofuro[2,3-b]-pyridine-5-carboxamide (Example 79, 0.100 g) was suspended in a mixture of triethylamine (2.5 mL) and DMF (0.5 mL). CuI (0.006 g), Pd(PPh3)2Cl2 (0.017 g), and then 3-butyn-1-ol (0.038 mL) were added. The mixture was stirred at room temperature for 30 min and then was partitioned between CH2Cl2 (10 mL) and water (10 mL). The aqueous layer was separated and was extracted with CH2Cl2 (3×10 mL). The combined organic layers were washed ... Reactants: BrB(Br)Br, COc1cccc2c1cc(C)n2Cc1cccc2ccccc12, CCOC(C)=O, CCCCCC, ClCCl. Yields the product Cc1cc2c(O)cccc2n1Cc1cccc2ccccc12. As a reaction SMILES: [B:24]([Br:25])([Br:26])[Br:27].[CH3:1][O:2][c:3]1[c:4]2[cH:5][c:6]([CH3:23])[n:7]([CH2:12][c:13]3[cH:14][cH:15][cH:16][c:17]4[cH:18][cH:19][cH:20][cH:21][c:22]34)[c:8]2[cH:9][cH:10][cH:11]1.[CH3:31][CH2:32][O:33][C:34]([CH3:35])=[O:36].[CH3:37][CH2:38][CH2:39][CH2:40][CH2:41][CH3:42].[Cl:28][CH2:29][Cl:30]>>[OH:2][c:3]1[c:4]2[cH:5][c:6]([CH3:23])[n:7]([CH2:12][c:13]3[cH:14][cH:15][cH:16][c:17]4[cH:18][cH:19][cH:20][cH:21][c:22]34)[c:8]2[cH:9][cH:10][cH:11]1.